This data is from the Open Reaction Database (ORD), a public repository of structured organic reaction records. The task is: describe an organic reaction: reactants, conditions, products, and yield Starting materials: C1(C=2C(C(=O)O1)=CC=CC2)=O (phthalic anhydride), NCCCCCO (5-amino-1-pentanol). The solvent is C1(=CC=CC=C1)C (toluene). The product is OCCCCCN1C(C=2C(C1=O)=CC=CC2)=O (N-(5-hydroxypentyl)phthalimide). Isolated yield 85.7%. As a reaction SMILES: [C:1]1(=[O:11])[O:6][C:4](=O)[C:3]2=[CH:7][CH:8]=[CH:9][CH:10]=[C:2]12.[NH2:12][CH2:13][CH2:14][CH2:15][CH2:16][CH2:17][OH:18]>C1(C)C=CC=CC=1>[OH:18][CH2:17][CH2:16][CH2:15][CH2:14][CH2:13][N:12]1[C:1](=[O:11])[C:2]2=[CH:10][CH:9]=[CH:8][CH:7]=[C:3]2[C:4]1=[O:6]. Procedure: Step 1. A mixture of phthalic anhydride (1.48 g, 10 mmol) and 5-amino-1-pentanol (1.03 g, 10 mmol) in toluene (20 ml) was heated under reflux overnight. The solvent was removed under vacuum, and the residue was purified by chromatography to afford N-(5-hydroxypentyl)phthalimide (2.00 g, 88%) as a colorless oil. 1H NMR (500 MHz, CDCl3) δ 1.37-1.48 (m, 2H), 1.56-1.67 (m, 2H), 1.67-1.79 (m, 2H), 3.64 (t, J=6.5 Hz, 2H), 3.70 (t, J=7.5 Hz, 2H), 7.66-7.76 (m, 2H), 7.80-7.99 (m, 2H). Step 2. Diisopropy... Starting materials: O=[N+]([O-])c1n[nH]c(Br)n1, CI, CN(C)C=O, [H-], [Na+], O. Yields the product Cn1nc([N+](=O)[O-])nc1Br. As a reaction SMILES: [Br:3][c:4]1[n:5][c:6]([N+:9](=[O:10])[O-:11])[n:7][nH:8]1.[CH3:12][I:13].[CH3:15][N:16]([CH3:17])[CH:18]=[O:19].[H-:1].[Na+:2].[OH2:14]>>[Br:3][c:4]1[n:5][c:6]([N+:9](=[O:10])[O-:11])[n:7][n:8]1[CH3:12]. The reactants are [OH-].[Na+] (sodium hydroxide), C(C)OC(CCCOC1=CC=C(C=C1)C1=CCCCCCC1)=O (4-[p-(1-cyclooctenyl)-phenoxy]-butyric acid ethyl ester). The solvent is C(C)O (ethanol). The product is C1(=CCCCCCC1)C1=CC=C(OCCCC(=O)O)C=C1 (4-[p-(1-cyclooctenyl)-phenoxy]-butyric acid). As a reaction SMILES: [OH-].[Na+].C([O:5][C:6](=[O:25])[CH2:7][CH2:8][CH2:9][O:10][C:11]1[CH:16]=[CH:15][C:14]([C:17]2[CH2:24][CH2:23][CH2:22][CH2:21][CH2:20][CH2:19][CH:18]=2)=[CH:13][CH:12]=1)C>C(O)C>[C:17]1([C:14]2[CH:13]=[CH:12][C:11]([O:10][CH2:9][CH2:8][CH2:7][C:6]([OH:25])=[O:5])=[CH:16][CH:15]=2)[CH2:24][CH2:23][CH2:22][CH2:21][CH2:20][CH2:19][CH:18]=1 |f:0.1|. Reported procedure: 50 ml of 2 N sodium hydroxide solution are added to a solution of 21 g of crude 4-[p-(1-cyclooctenyl)-phenoxy]-butyric acid ethyl ester in 300 ml of ethanol, whilst stirring, and the mixture is stirred for 48 hours and evaporated to dryness under reduced pressure. The evaporation residue is distributed 3 times between 200 ml of ether and 200 ml of water in each case and the water phases are acidified to pH = 2 with concentrated hydrochloric acid and extracted with 3 times 200 ml of ether. The re... Reaction SMILES: [C:1]([CH3:2])([CH3:3])([CH3:4])[O:5][C:6](=[O:7])[N:8]([CH2:9][CH:10]=[CH2:11])[CH2:12][CH2:13][c:14]1[cH:15][cH:16][cH:17][cH:18][cH:19]1.[CH3:21][S:22][CH3:23].[CH3:24][OH:25].[CH3:29][CH2:30][O:31][C:32](=[O:33])[CH3:34].[Cl:26][CH2:27][Cl:28].[O:20]>>[C:1]([CH3:2])([CH3:3])([CH3:4])[O:5][C:6](=[O:7])[N:8]([CH2:9][CH:10]=[O:25])[CH2:12][CH2:13][c:14]1[cH:15][cH:16][cH:17][cH:18][cH:19]1. Reactants: C=CCN(CCc1ccccc1)C(=O)OC(C)(C)C, CSC, CO, CCOC(C)=O, ClCCl, O. Product: CC(C)(C)OC(=O)N(CC=O)CCc1ccccc1. Starting materials: CC(C)(C)CC1NC(C(=O)Nc2ccn(CCO[Si](C)(C)C(C)(C)C)n2)C(c2cccc(Cl)c2F)C12C(=O)Nc1cc(Cl)ccc12, Cl, C1CCOC1. Yields the product CC(C)(C)CC1NC(C(=O)Nc2ccn(CCO)n2)C(c2cccc(Cl)c2F)C12C(=O)Nc1cc(Cl)ccc12. RXN SMILES: [C:1]([Si:2]([CH3:3])([CH3:4])[O:6][CH2:7][CH2:8][n:9]1[n:10][c:11]([NH:14][C:15](=[O:16])[CH:17]2[CH:18]([c:37]3[c:38]([F:44])[c:39]([Cl:43])[cH:40][cH:41][cH:42]3)[C:19]3([C:20](=[O:29])[NH:21][c:22]4[cH:23][c:24]([Cl:28])[cH:25][cH:26][c:27]43)[CH:30]([CH2:32][C:33]([CH3:34])([CH3:35])[CH3:36])[NH:31]2)[cH:12][cH:13]1)([CH3:5])([CH3:45])[CH3:46].[ClH:47].[O:48]1[CH2:49][CH2:50][CH2:51][CH2:52]1>>[OH:6][CH2:7][CH2:8][n:9]1[n:10][c:11]([NH:14][C:15](=[O:16])[CH:17]2[CH:18]([c:37]3[c:38]([F:44])[c:39]([Cl:43])[cH:40][cH:41][cH:42]3)[C:19]3([C:20](=[O:29])[NH:21][c:22]4[cH:23][c:24]([Cl:28])[cH:25][cH:26][c:27]43)[CH:30]([CH2:32][C:33]([CH3:34])([CH3:35])[CH3:36])[NH:31]2)[cH:12][cH:13]1. Reactants: Cc1ccccc1, OCc1ccc(OC(c2ccccc2)c2ccccc2)cc1, BrP(Br)Br, c1ccncc1. Product: BrCc1ccc(OC(c2ccccc2)c2ccccc2)cc1. RXN SMILES: [CH3:33][c:34]1[cH:35][cH:36][cH:37][cH:38][cH:39]1.[CH:1]([c:2]1[cH:3][cH:4][cH:5][cH:6][cH:7]1)([c:8]1[cH:9][cH:10][cH:11][cH:12][cH:13]1)[O:14][c:15]1[cH:16][cH:17][c:18]([CH2:21][OH:22])[cH:19][cH:20]1.[P:29]([Br:30])([Br:31])[Br:32].[cH:23]1[cH:24][cH:25][n:26][cH:27][cH:28]1>>[CH:1]([c:2]1[cH:3][cH:4][cH:5][cH:6][cH:7]1)([c:8]1[cH:9][cH:10][cH:11][cH:12][cH:13]1)[O:14][c:15]1[cH:16][cH:17][c:18]([CH2:21][Br:30])[cH:19][cH:20]1. Starting materials: ice water, C1(=C(C(=O)C1=O)O)O (squaric acid), CC(C)(C)C=1[Se]C(=CC(C1)=CC1=C(C(C1(Cl)Cl)=O)Cl)C(C)(C)C (3-[[2,6-bis(1,1-dimethylethyl)-4H-selenopyran-4-ylidene]methyl]-2,4,4-trichlorocyclobut-2-en-1-one), FC(S(=O)(=O)O)(F)F (trifluoromethane sulfonic acid), Formula II, 2,6-bis(1,1-dimethylethyl)-4-selenopyrylidene, [OH-].[Na+] (sodium hydroxide). The solvent is O (water). Product: CC(C)(C)C=1[Se]C(=CC(C1)=CC=1C(C(C1O)=O)=O)C(C)(C)C (3-[2,6-bis(1,1-Dimethylethyl)-(4H-selenopyran-4-ylidene)methyl]-4-hydroxvcyclobut-3-ene-1,2-dione). The yield is 94.0%. Reaction SMILES: [C:1]1([OH:8])[C:5](=O)[C:3](=[O:4])[C:2]=1[OH:7].[CH3:9][C:10]([C:13]1[Se:14][C:15]([C:28]([CH3:31])([CH3:30])[CH3:29])=[CH:16][C:17](=[CH:19]C2C(Cl)(Cl)C(=O)C=2Cl)[CH:18]=1)([CH3:12])[CH3:11].FC(F)(F)S(O)(=O)=O.[OH-].[Na+]>O>[CH3:12][C:10]([C:13]1[Se:14][C:15]([C:28]([CH3:31])([CH3:30])[CH3:29])=[CH:16][C:17](=[CH:19][C:5]2[C:3](=[O:4])[C:2](=[O:7])[C:1]=2[OH:8])[CH:18]=1)([CH3:9])[CH3:11] |f:3.4|. Procedure details: This Example illustrates the preparation, by the reaction D→E shown in FIG. 1, of the squaric acid derivative of Formula II in which Q1 is a 2,6-bis(1,1-dimethylethyl)-4-selenopyrylidene grouping and R1 is a hydrogen atom. 3-[[2,6-bis(1,1-dimethylethyl)-4H-selenopyran-4-ylidene]methyl]-2,4,4-trichlorocyclobut-2-en-1-one (23 g, 52.4 mmole, prepared in Examples 48 and 49 above), trifluoromethane sulfonic acid (80 mL) and water (3 mL) were heated at 105° C. for three hours under nitrogen in a vesse... The reactants are C(C)(=O)OCCCCCBr (5-bromo-1-pentanyl acetate), CS(=O)C (dimethyl sulfoxide), 407.0g, COC(=O)C1OC2=C(CC1)C=C(C(=C2)O)C(C)=O (rac-6-acetyl-3, 4-dihydro-7-hydroxy-2H-1-benzopyran-2-carboxylic acid methyl ester), C([O-])([O-])=O.[K+].[K+] (potassium carbonate). The solvent is O (water). Reaction conditions: time 19 hour. Yields the product COC(=O)C1OC2=C(CC1)C=C(C(=C2)OCCCCCOC(C)=O)C(C)=O (rac-6-acetyl-3,4-dihydro- 7-[(5-acetoxypentyl)oxy]-2H-1-benzopyran-2-carboxylic acid methyl ester). RXN SMILES: [C:1]([O:4][CH2:5][CH2:6][CH2:7][CH2:8][CH2:9]Br)(=[O:3])[CH3:2].CS(C)=O.[CH3:15][O:16][C:17]([CH:19]1[CH2:24][CH2:23][C:22]2[CH:25]=[C:26]([C:30](=[O:32])[CH3:31])[C:27]([OH:29])=[CH:28][C:21]=2[O:20]1)=[O:18].C(=O)([O-])[O-].[K+].[K+]>O>[CH3:15][O:16][C:17]([CH:19]1[CH2:24][CH2:23][C:22]2[CH:25]=[C:26]([C:30](=[O:32])[CH3:31])[C:27]([O:29][CH2:9][CH2:8][CH2:7][CH2:6][CH2:5][O:4][C:1](=[O:3])[CH3:2])=[CH:28][C:21]=2[O:20]1)=[O:18] |f:3.4.5|. Procedure: A 12-L three-neck, round-bottom flask equipped with a mechanical stirrer and a nitrogen bubbler, was charged with 375.0 g (1.79 moles) of 5-bromo-1-pentanyl acetate, 3.5 L of dimethyl sulfoxide, 407.0g (1.63 moles) of rac-6-acetyl-3, 4-dihydro-7-hydroxy-2H-1-benzopyran-2-carboxylic acid methyl ester and 510.0 g of anhydrous granular potassium carbonate in finely powdered form. The mixture was stirred at room temperature under nitrogen for 19 hours, poured into an extractor containing 10 L of dei... The reactants are Br[C@@H](C(=O)O)C(C)C ((R)-2-bromoisovaleric Acid), of2-propanol, C1(CCCCC1)NC1CCCCC1 (dicyclohexylamine). Run in CCCCCC (hexane), CCCCCC (hexane). Reaction conditions: temperature 5 celsius, time 1 hour. Product: C1(CCCCC1)NC1CCCCC1.Br[C@@H](C(=O)O)C(C)C ((R)-2-bromoisovaleric acid dicyclohexylamine salt). The yield is 87.3%. As a reaction SMILES: [Br:1][C@H:2]([CH:6]([CH3:8])[CH3:7])[C:3]([OH:5])=[O:4].[CH:9]1([NH:15][CH:16]2[CH2:21][CH2:20][CH2:19][CH2:18][CH2:17]2)[CH2:14][CH2:13][CH2:12][CH2:11][CH2:10]1>CCCCCC>[CH:16]1([NH:15][CH:9]2[CH2:10][CH2:11][CH2:12][CH2:13][CH2:14]2)[CH2:17][CH2:18][CH2:19][CH2:20][CH2:21]1.[Br:1][C@H:2]([CH:6]([CH3:8])[CH3:7])[C:3]([OH:5])=[O:4] |f:3.4|. Procedure details: To 325.2 g of a hexane solution of (R)-2-bromoisovaleric acid obtained in Example 4 (containing 75.0 g of (R)-2-bromoisovaleric acid), 530.9 g of hexane and 269.7 g of2-propanol were further added. Seed crystals were added when about ⅔ for 72.5 g of dicyclohexylamine was added continuously for 1.0 hour under a nitrogen atmosphere at 5° C. to crystallize. Further, after continuously adding the remaining about ⅓ for dicyclohexylamine at 5° C. for 0.5 hours, they were stirred at 5° C. for 1 hour. T... Reactants: CC(=O)O[BH-](OC(C)=O)OC(C)=O, C1COCCN1, O=Cc1ccc(Cl)c(F)c1, CC(Cl)Cl, Cl, [Na+]. The product is Fc1cc(CN2CCOCC2)ccc1Cl. As a reaction SMILES: [C:17]([O:18][BH-:19]([O:20][C:21](=[O:22])[CH3:23])[O:24][C:25](=[O:26])[CH3:27])(=[O:28])[CH3:29].[CH2:11]1[CH2:12][O:13][CH2:14][CH2:15][NH:16]1.[Cl:1][c:2]1[c:3]([F:10])[cH:4][c:5]([CH:6]=[O:7])[cH:8][cH:9]1.[Cl:32][CH:33]([Cl:34])[CH3:35].[ClH:31].[Na+:30]>>[Cl:1][c:2]1[c:3]([F:10])[cH:4][c:5]([CH2:6][N:16]2[CH2:11][CH2:12][O:13][CH2:14][CH2:15]2)[cH:8][cH:9]1.